Dataset: the Open Reaction Database (ORD), a public repository of structured organic reaction records. Task: describe an organic reaction: reactants, conditions, products, and yield Reactants: C(C)C1=C(C(=CC=C1)CC)C1=CC(=CC(N1)(C=O)C)CC (6-(2,6-diethyl-phenyl)-4-ethyl-2-methyl-pyridine-carbaldehyde), C1=CC(=CN=C1)CO (pyridylmethanol), [NH4+].[Cl-] (NH4Cl), C[Si](C)(C)[N-][Si](C)(C)C.[Na+] (Sodium bis(trimethylsilyl)amide), COC(=O)CP(=O)(OC)OC (trimethyl phosphonoacetate). The solvent is C1CCOC1 (THF), C1CCOC1 (THF). Run at time 30 minute. Product: COC(C=CC=1C(=NC(=CC1CC)C1=C(C=CC=C1CC)CC)C)=O (3-[6-(2,6-diethyl-phenyl)-4-ethyl-2-methylpyridin-3-yl]-acrylic acid methyl ester). RXN SMILES: C[Si]([N-][Si](C)(C)C)(C)C.[Na+].[CH3:11][O:12][C:13]([CH2:15]P(OC)(OC)=O)=[O:14].[CH2:22]([C:24]1[CH:29]=[CH:28][CH:27]=[C:26]([CH2:30][CH3:31])[C:25]=1[C:32]1[NH:37][C:36]([CH3:40])(C=O)[CH:35]=[C:34]([CH2:41][CH3:42])[CH:33]=1)[CH3:23].[CH:43]1C=NC=C(CO)C=1.[NH4+].[Cl-]>C1COCC1>[CH3:11][O:12][C:13](=[O:14])[CH:15]=[CH:43][C:35]1[C:36]([CH3:40])=[N:37][C:32]([C:25]2[C:26]([CH2:30][CH3:31])=[CH:27][CH:28]=[CH:29][C:24]=2[CH2:22][CH3:23])=[CH:33][C:34]=1[CH2:41][CH3:42] |f:0.1,5.6|. Procedure details: Sodium bis(trimethylsilyl)amide (2.9 mL of 1M solution in THF) is added slowly to a solution of trimethyl phosphonoacetate (0.47 mL, 2.9 mmol) in THF (8 mL). The mixture is stirred for 30 minutes at room temperature and then cooled to −78° C. To this is added a solution of 6-(2,6-diethyl-phenyl)-4-ethyl-2-methyl-pyridine-carbaldehyde (813 mg, 2.9 mmol) in THF (5 mL) which is generated from the pyridylmethanol via Swern oxidation. The resulting mixture is stirred for 1.5 hours at ambient temperat... The reactants are O=C([O-])[O-], CC#N, O=[N+]([O-])c1cnc(Cl)nc1, FC(F)(F)c1cn[nH]c1, [K+], [K+]. Yields the product O=[N+]([O-])c1cnc(-n2cc(C(F)(F)F)cn2)nc1. RXN SMILES: [C:20](=[O:21])([O-:22])[O-:23].[CH3:26][C:27]#[N:28].[Cl:1][c:2]1[n:3][cH:4][c:5]([N+:8](=[O:9])[O-:10])[cH:6][n:7]1.[F:11][C:12]([c:13]1[cH:14][n:15][nH:16][cH:17]1)([F:18])[F:19].[K+:24].[K+:25]>>[c:2]1(-[n:15]2[cH:14][c:13]([C:12]([F:11])([F:18])[F:19])[cH:17][n:16]2)[n:3][cH:4][c:5]([N+:8](=[O:9])[O-:10])[cH:6][n:7]1. Reactants: c1ccc(CNCc2ccccc2)cc1, CC(C)P(=O)(Cl)Cl. The product is CC(C)P1(=O)c2ccccc2CN1Cc1ccccc1. RXN SMILES: [CH2:1]([c:2]1[cH:3][cH:4][cH:5][cH:6][cH:7]1)[NH:8][CH2:9][c:10]1[cH:11][cH:12][cH:13][cH:14][cH:15]1.[CH:16]([CH3:17])([CH3:18])[P:19](=[O:20])([Cl:21])[Cl:22]>>[CH2:1]([c:2]1[cH:3][cH:4][cH:5][cH:6][cH:7]1)[N:8]1[CH2:9][c:10]2[c:11]([cH:12][cH:13][cH:14][cH:15]2)[P:19]1([CH:16]([CH3:17])[CH3:18])=[O:20]. The reactants are OCCc1ccccc1I, BrP(Br)Br. The product is BrCCc1ccccc1I. As a reaction SMILES: [I:1][c:2]1[c:3]([CH2:8][CH2:9][OH:10])[cH:4][cH:5][cH:6][cH:7]1.[P:11]([Br:12])([Br:13])[Br:14]>>[I:1][c:2]1[c:3]([CH2:8][CH2:9][Br:12])[cH:4][cH:5][cH:6][cH:7]1. Reactants: CC(C)(C#N)c1cccc(C(=O)Cl)c1, O=C([O-])O, Nc1cccc(O)c1, [Na+], C1CCOC1. Yields the product CC(C)(C#N)c1cccc(C(=O)Nc2cccc(O)c2)c1. As a reaction SMILES: [C:14](#[N:15])[C:16]([CH3:17])([CH3:18])[c:19]1[cH:20][c:21]([C:22](=[O:23])[Cl:24])[cH:25][cH:26][cH:27]1.[C:9](=[O:10])([O-:11])[OH:12].[NH2:1][c:2]1[cH:3][cH:4][cH:5][c:6]([OH:7])[cH:8]1.[Na+:13].[O:28]1[CH2:29][CH2:30][CH2:31][CH2:32]1>>[NH:1]([c:2]1[cH:3][cH:4][cH:5][c:6]([OH:7])[cH:8]1)[C:22]([c:21]1[cH:20][c:19]([C:16]([C:14]#[N:15])([CH3:17])[CH3:18])[cH:27][cH:26][cH:25]1)=[O:23]. Product: Fc1ccc2c(C3=CCNCC3)c[nH]c2c1. As a reaction SMILES: [CH3:20][OH:21].[F:1][c:2]1[cH:3][cH:4][c:5]2[cH:6][cH:7][nH:8][c:9]2[cH:10]1.[K+:19].[NH:11]1[CH2:12][CH2:13][C:14](=[O:17])[CH2:15][CH2:16]1.[OH-:18]>>[F:1][c:2]1[cH:3][cH:4][c:5]2[c:6]([C:14]3=[CH:13][CH2:12][NH:11][CH2:16][CH2:15]3)[cH:7][nH:8][c:9]2[cH:10]1. Starting materials: CO, Fc1ccc2cc[nH]c2c1, [K+], O=C1CCNCC1, [OH-]. Reaction SMILES: C1(C)C=CC(S(O)(=O)=O)=CC=1.O[CH2:13][CH:14]1[N:19]([S:20]([CH3:23])(=[O:22])=[O:21])[C:18]2[CH:24]=[CH:25][CH:26]=[CH:27][C:17]=2[O:16][CH2:15]1.[NH:28]1[CH2:33][CH2:32][O:31][CH2:30][CH2:29]1>CN1CCCC1=O>[N:28]1([CH2:13][CH:14]2[N:19]([S:20]([CH3:23])(=[O:22])=[O:21])[C:18]3[CH:24]=[CH:25][CH:26]=[CH:27][C:17]=3[O:16][CH2:15]2)[CH2:33][CH2:32][O:31][CH2:30][CH2:29]1 |f:0.1|. Starting materials: C1(=CC=C(C=C1)S(=O)(=O)O)C.OCC1COC2=C(N1S(=O)(=O)C)C=CC=C2 (3-hydroxymethyl -4-methanesulfonyl-3,4-dihydro-2H-1,4-benzoxazine p-toluenesulfonate), N1CCOCC1 (morpholine). The solvent is CN1C(CCC1)=O (N-methylpyrrolidone). Yields the product N1(CCOCC1)CC1COC2=C(N1S(=O)(=O)C)C=CC=C2 (3-(4-morpholinylmethyl)-4-methanesulfonyl-3,4-dihydro-2H-1,4-benzoxazine). Procedure: In the same manner, the isomeric 3-hydroxymethyl -4-methanesulfonyl-3,4-dihydro-2H-1,4-benzoxazine p-toluenesulfonate obtained above (40.8 g, 0.10 mole) was reacted with 60 ml of morpholine in 100 ml of N-methylpyrrolidone to give 22.5 g of 3-(4-morpholinylmethyl)-4-methanesulfonyl-3,4-dihydro-2H-1,4-benzoxazine. The reactants are NCCN (1,2-diaminoethane), C1=NC=CC=2C(=CC=CC12)S(=O)(=O)Cl (5-isoquinolinesulfonyl chloride), CO.C(Cl)(Cl)Cl (methanol chloroform). Run in C(Cl)(Cl)Cl (chloroform), C(Cl)(Cl)Cl (chloroform), C(Cl)(Cl)Cl (chloroform). Conditions: time 2 hour. Yields the product NCCNS(=O)(=O)C=1C=2C=CN=CC2C=CC1 (N-(2-aminoethyl)-5-isoquinolinesulfonamide). The yield is 65.7%. As a reaction SMILES: [NH2:1][CH2:2][CH2:3][NH2:4].[CH:5]1[C:14]2[CH:13]=[CH:12][CH:11]=[C:10]([S:15](Cl)(=[O:17])=[O:16])[C:9]=2[CH:8]=[CH:7][N:6]=1.CO.C(Cl)(Cl)Cl>C(Cl)(Cl)Cl>[NH2:1][CH2:2][CH2:3][NH:4][S:15]([C:10]1[C:9]2[CH:8]=[CH:7][N:6]=[CH:5][C:14]=2[CH:13]=[CH:12][CH:11]=1)(=[O:16])=[O:17] |f:2.3|. Procedure: In 200 ml of chloroform was dissolved 12.0 g of 1,2-diaminoethane, and to the solution was added dropwise 100 ml of a chloroform solution containing 4.55 g of 5-isoquinolinesulfonyl chloride under cooling with ice. After the dropwise addition of the chloroform solution, the mixed solution was stirred at a temperature of 20° C. to 25° C. for two hours, and then the reaction solution was extracted with a 10% aqueous hydrochloric acid solution. The pH of the aqueous layer was adjusted to 10 with a ... Starting materials: ClC=1C=C(C(=O)OO)C=CC1 (3-chloroperoxybenzoic acid), C1(=CC=CC=C1)OCC(C)=C (methallyl phenyl ether), CCOCC (ether), C([O-])(O)=O.[Na+] (sodium bicarbonate). Solvent: C(Cl)(Cl)Cl (chloroform). Run at time 5 hour. Product: O1CC1(COC1=CC=CC=C1)C (1,2-epoxy-2-methyl-3-phenoxypropane). Isolated yield 83.0%. As a reaction SMILES: ClC1C=C(C=CC=1)C(OO)=[O:6].[C:12]1([O:18][CH2:19][C:20](=[CH2:22])[CH3:21])[CH:17]=[CH:16][CH:15]=[CH:14][CH:13]=1.CCOCC.C(=O)(O)[O-].[Na+]>C(Cl)(Cl)Cl>[O:6]1[C:20]([CH3:21])([CH2:19][O:18][C:12]2[CH:17]=[CH:16][CH:15]=[CH:14][CH:13]=2)[CH2:22]1 |f:3.4|. Reported procedure: To a solution of 3-chloroperoxybenzoic acid (70% pure, 4.2 g, 17 mmol) in 40 mL of chloroform was added methallyl phenyl ether (2.5 g, 16.87 mmol). The mixture was stirred at room temperature for 5 hours then worked up by pouring into ether and sodium bicarbonate. The organic phase was washed with sodium bisulfite, sodium bicarbonate, and sodium chloride, dried over anhydrous sodium sulfate and evaporated to give 2.3 g of 1,2-epoxy-2-methyl-3-phenoxypropane. Reactants: CN(C)C1CCCN(c2cnc3ccc(Br)cc3n2)C1, O=S(=O)(Nc1cc(Br)cnc1Cl)c1ccccc1, O=C([O-])[O-], C1COCCO1, CC(=O)[O-], [K+], [K+], [K+]. Product: CN(C)C1CCCN(c2cnc3ccc(-c4cnc(Cl)c(NS(=O)(=O)c5ccccc5)c4)cc3n2)C1. RXN SMILES: [Br:1][c:2]1[cH:3][cH:4][c:5]2[n:6][cH:7][c:8]([N:12]3[CH2:13][CH:14]([N:18]([CH3:19])[CH3:20])[CH2:15][CH2:16][CH2:17]3)[n:9][c:10]2[cH:11]1.[Br:26][c:27]1[cH:28][c:29]([NH:34][S:35](=[O:36])(=[O:37])[c:38]2[cH:39][cH:40][cH:41][cH:42][cH:43]2)[c:30]([Cl:33])[n:31][cH:32]1.[C:44](=[O:45])([O-:46])[O-:47].[CH2:50]1[O:51][CH2:52][CH2:53][O:54][CH2:55]1.[CH3:22][C:23](=[O:24])[O-:25].[K+:21].[K+:48].[K+:49]>>[c:2]1(-[c:27]2[cH:28][c:29]([NH:34][S:35](=[O:36])(=[O:37])[c:38]3[cH:39][cH:40][cH:41][cH:42][cH:43]3)[c:30]([Cl:33])[n:31][cH:32]2)[cH:3][cH:4][c:5]2[n:6][cH:7][c:8]([N:12]3[CH2:13][CH:14]([N:18]([CH3:19])[CH3:20])[CH2:15][CH2:16][CH2:17]3)[n:9][c:10]2[cH:11]1.